This data is from the Open Reaction Database (ORD), a public repository of structured organic reaction records. The task is: describe an organic reaction: reactants, conditions, products, and yield The reactants are C(C)(C)(C)OC(=O)N1CCC(CC1)C1=CN=C2N1C=C(C=C2)Br (1-(t-butoxycarbonyl)-4-(6-bromo-imidazo[1,2-a]pyridin-3-yl)-piperidine), C1(=CC=CC=C1)B(O)O (phenylboronic acid), [OH-].[Na+] (sodium hydroxide). Reagents/catalysts: [Pd].C1(=CC=CC=C1)P(C1=CC=CC=C1)C1=CC=CC=C1.C1(=CC=CC=C1)P(C1=CC=CC=C1)C1=CC=CC=C1.C1(=CC=CC=C1)P(C1=CC=CC=C1)C1=CC=CC=C1.C1(=CC=CC=C1)P(C1=CC=CC=C1)C1=CC=CC=C1 (tetrakis(triphenylphosphine)-palladium(0)). Solvent: C1(=CC=CC=C1)C (toluene), C(C)O (ethanol). Reaction conditions: temperature 100 celsius, time 8 hour. Product: C(C)(C)(C)OC(=O)N1CCC(CC1)C1=CN=C2N1C=C(C=C2)C2=CC=CC=C2 (1-(t-Butoxycarbonyl)-4-(6-phenyl-imidazo[1,2-a]pyridin-3-yl)-piperidine). Isolated yield 118.4%. As a reaction SMILES: [C:1]([O:5][C:6]([N:8]1[CH2:13][CH2:12][CH:11]([C:14]2[N:18]3[CH:19]=[C:20](Br)[CH:21]=[CH:22][C:17]3=[N:16][CH:15]=2)[CH2:10][CH2:9]1)=[O:7])([CH3:4])([CH3:3])[CH3:2].[C:24]1(B(O)O)[CH:29]=[CH:28][CH:27]=[CH:26][CH:25]=1.[OH-].[Na+]>C1(C)C=CC=CC=1.C(O)C.[Pd].C1(P(C2C=CC=CC=2)C2C=CC=CC=2)C=CC=CC=1.C1(P(C2C=CC=CC=2)C2C=CC=CC=2)C=CC=CC=1.C1(P(C2C=CC=CC=2)C2C=CC=CC=2)C=CC=CC=1.C1(P(C2C=CC=CC=2)C2C=CC=CC=2)C=CC=CC=1>[C:1]([O:5][C:6]([N:8]1[CH2:13][CH2:12][CH:11]([C:14]2[N:18]3[CH:19]=[C:20]([C:24]4[CH:29]=[CH:28][CH:27]=[CH:26][CH:25]=4)[CH:21]=[CH:22][C:17]3=[N:16][CH:15]=2)[CH2:10][CH2:9]1)=[O:7])([CH3:4])([CH3:3])[CH3:2] |f:2.3,6.7.8.9.10|. Procedure details: To a solution of 120 mg of 1-(t-butoxycarbonyl)-4-(6-bromo-imidazo[1,2-a]pyridin-3-yl)-piperidine and 78 mg of phenylboronic acid in 5 mL of toluene and 2.5 mL of ethanol was added 8 mg of tetrakis(triphenylphosphine)-palladium(0), followed by 0.85 mL of 1.25N sodium hydroxide solution. The reaction was stirred at 100° C. for 8 hours. The mixture was concentrated under reduced pressure and the mixture was partitioned between EtOAc and water. Aqueous layer was extracted with EtOAc (3×). The combi... The reactants are O=C1CCC(=O)N1Cl, ClCCl, Cc1cccc(Nc2nc(NC3CCCCC3NC(=O)OC(C)(C)C)cc3c2C(=O)NC3)c1. The product is Cc1cccc(Nc2nc(NC3CCCCC3NC(=O)OC(C)(C)C)c(Cl)c3c2C(=O)NC3)c1. As a reaction SMILES: [Cl:34][N:35]1[C:36](=[O:37])[CH2:38][CH2:39][C:40]1=[O:41].[Cl:42][CH2:43][Cl:44].[O:1]=[C:2]1[NH:3][CH2:4][c:5]2[c:6]1[c:7]([NH:26][c:27]1[cH:28][c:29]([CH3:33])[cH:30][cH:31][cH:32]1)[n:8][c:9]([NH:11][CH:12]1[CH:13]([NH:18][C:19]([O:20][C:21]([CH3:22])([CH3:23])[CH3:24])=[O:25])[CH2:14][CH2:15][CH2:16][CH2:17]1)[cH:10]2>>[O:1]=[C:2]1[NH:3][CH2:4][c:5]2[c:6]1[c:7]([NH:26][c:27]1[cH:28][c:29]([CH3:33])[cH:30][cH:31][cH:32]1)[n:8][c:9]([NH:11][CH:12]1[CH:13]([NH:18][C:19]([O:20][C:21]([CH3:22])([CH3:23])[CH3:24])=[O:25])[CH2:14][CH2:15][CH2:16][CH2:17]1)[c:10]2[Cl:34]. Starting materials: CCS(N)(=O)=O, CS(C)=O, COc1ccccc1Oc1c(Cl)nc(-c2ncccn2)nc1Cl, Cl, [K]. Product: CCS(=O)(=O)Nc1nc(-c2ncccn2)nc(Cl)c1Oc1ccccc1OC. RXN SMILES: [CH2:25]([CH3:26])[S:27](=[O:28])(=[O:29])[NH2:30].[CH3:32][S:33]([CH3:34])=[O:35].[Cl:1][c:2]1[n:3][c:4](-[c:18]2[n:19][cH:20][cH:21][cH:22][n:23]2)[n:5][c:6]([Cl:17])[c:7]1[O:8][c:9]1[c:10]([O:15][CH3:16])[cH:11][cH:12][cH:13][cH:14]1.[ClH:31].[K:24]>>[c:2]1([NH:30][S:27]([CH2:25][CH3:26])(=[O:28])=[O:29])[n:3][c:4](-[c:18]2[n:19][cH:20][cH:21][cH:22][n:23]2)[n:5][c:6]([Cl:17])[c:7]1[O:8][c:9]1[c:10]([O:15][CH3:16])[cH:11][cH:12][cH:13][cH:14]1. Starting materials: BrC1=CC=C(COC2=C3C=CC(=CC3=CC=C2)NS(=O)(=O)C(F)(F)F)C=C1 (N-[5-(4-Bromo-benzyloxy)-naphthalen-2-yl}-C,C,C-trifluoromethanesulfonamide), ClC1=CC=C(C=C1)B(O)O (4-chlorophenyl boronic acid). As a reaction SMILES: Br[C:2]1[CH:27]=[CH:26][C:5]([CH2:6][O:7][C:8]2[CH:17]=[CH:16][CH:15]=[C:14]3[C:9]=2[CH:10]=[CH:11][C:12]([NH:18][S:19]([C:22]([F:25])([F:24])[F:23])(=[O:21])=[O:20])=[CH:13]3)=[CH:4][CH:3]=1.[Cl:28][C:29]1[CH:34]=[CH:33][C:32](B(O)O)=[CH:31][CH:30]=1>>[Cl:28][C:29]1[CH:34]=[CH:33][C:32]([C:2]2[CH:27]=[CH:26][C:5]([CH2:6][O:7][C:8]3[CH:17]=[CH:16][CH:15]=[C:14]4[C:9]=3[CH:10]=[CH:11][C:12]([NH:18][S:19]([C:22]([F:24])([F:23])[F:25])(=[O:21])=[O:20])=[CH:13]4)=[CH:4][CH:3]=2)=[CH:31][CH:30]=1. Procedure: The title compound was prepared from the product of Example 1 and 4-chlorophenyl boronic acid according to the procedure of Example 2, m.p. 131-133. The product is ClC1=CC=C(C=C1)C1=CC=C(C=C1)COC1=C2C=CC(=CC2=CC=C1)NS(=O)(=O)C(F)(F)F (N-[5-(4′-Chloro-biphenyl-4-ylmethoxy)-naphthalen-2-yl]-C,C,C-trifluoromethanesulfonamide). The reactants are C(=O)C1=CC=C(C=C1)C=1C=C(C=C(C1)C(=O)NC)C1=CC=CC=C1 (4″-formyl-N-methyl[1,1′;3′,1″]terphenyl-5′-carboxamide), [H-].[Al+3].[Li+].[H-].[H-].[H-] (lithium aluminum hydride), S(=O)(=O)([O-])[O-].[Na+].[Na+] (sodium sulfate). The solvent is O1CCCC1 (tetrahydrofuran), O1CCCC1 (tetrahydrofuran). Conditions: temperature 0 celsius, time 30 minute. Yields the product CNCC=1C=C(C=C(C1)C1=CC=CC=C1)C1=CC=C(C=C1)CO ((5′-Methylaminomethyl[1,1′;3′,1″]terphenyl-4″-yl)methanol). As a reaction SMILES: [H-].[Al+3].[Li+].[H-].[H-].[H-].[CH:7]([C:9]1[CH:14]=[CH:13][C:12]([C:15]2[CH:16]=[C:17]([C:25]3[CH:30]=[CH:29][CH:28]=[CH:27][CH:26]=3)[CH:18]=[C:19]([C:21]([NH:23][CH3:24])=O)[CH:20]=2)=[CH:11][CH:10]=1)=[O:8].S([O-])([O-])(=O)=O.[Na+].[Na+]>O1CCCC1>[CH3:24][NH:23][CH2:21][C:19]1[CH:20]=[C:15]([C:12]2[CH:11]=[CH:10][C:9]([CH2:7][OH:8])=[CH:14][CH:13]=2)[CH:16]=[C:17]([C:25]2[CH:26]=[CH:27][CH:28]=[CH:29][CH:30]=2)[CH:18]=1 |f:0.1.2.3.4.5,7.8.9|. Procedure details: 1 g (26 mmol) of lithium aluminum hydride in 20 ml of tetrahydrofuran are introduced into a round-bottomed flask under a stream of nitrogen. The medium is cooled to 0° C. and a solution of 1.4 g (4.4 mmol) of 4″-formyl-N-methyl[1,1′;3′,1″]terphenyl-5′-carboxamide in 30 ml of tetrahydrofuran is added dropwise. The reaction medium is refluxed for 48 hours. It is then allowed to cool to room temperature and aqueous sodium sulfate solution is added dropwise. After 30 minutes, the medium is acidified... Reaction conditions: time 8 hour. RXN SMILES: C[O:2]C(=O)CCCCC(O)=O.[CH2:12]1[CH2:17][CH2:16][CH:15]([N:18]=[C:19]=[N:20][CH:21]2[CH2:26][CH2:25][CH2:24][CH2:23][CH2:22]2)[CH2:14][CH2:13]1.ON1C(=O)CCC1=O>CN(C1C=CN=CC=1)C.CN(C=O)C>[C:19]([NH:18][CH:15]1[CH2:14][CH2:13][CH2:12][CH2:17][CH2:16]1)([NH:20][CH:21]1[CH2:26][CH2:25][CH2:24][CH2:23][CH2:22]1)=[O:2]. Yields the product C(=O)(NC1CCCCC1)NC1CCCCC1 (Dicylcohexylurea). Reagents/catalysts: CN(C)C=1C=CN=CC1 (DMAP). Reactants: Compound 4, COC(CCCCC(=O)O)=O (Adipic acid monomethyl ester), C1CCC(CC1)N=C=NC2CCCCC2 (DCC), ON1C(CCC1=O)=O (N-hydroxysuccinimide), compound. Solvent: CN(C)C=O (DMF). Procedure details: Step 1, Compound 4: Adipic acid monomethyl ester is treated with one molar equivalent of DCC, DMAP and N-hydroxysuccinimide in DMF for 30 min. To this a molar equivalent of the compound obtained from Step 3a (Example 1) is added and stirred at ambient temperature for 8 h. Dicylcohexylurea formed during the course of the reaction is filtered off and the product is extracted into ethyl acetate, washed with sodium bicarbonate solution followed by standard workup. The methyl ester thus obtained is t... The reactants are C=1C2=C(OC1)C=1C=CC=3C=CC=CC3C1C=C2C=O (Phenanthro[1,2-b]furan-11-carbaldehyde), CH2Cl2 petroleum ether, C(=O)C1=C(N(C2=C3C(=CC=C12)SC1=C3C=CC=C1)C)C(=O)OCC (ethyl 3-formyl-1-methyl-1H-[1]benzothieno[2,3-g]indole-2-carboxylate). Product: CC=1NC2=C3C(=CC=C2C1C=O)SC1=C3C=CC=C1 (2-methyl-1H-[1]benzothieno[2,3-g]indole-3-carbaldehyde). The yield is 31.8%. As a reaction SMILES: C1C2C(C=O)=CC3C4C=CC=CC=4C=CC=3C=2OC=1.[CH:20]([C:22]1[C:30]2[C:25](=[C:26]3[C:33]4[CH:34]=[CH:35][CH:36]=[CH:37][C:32]=4[S:31][C:27]3=[CH:28][CH:29]=2)[N:24](C)[C:23]=1[C:39](OCC)=O)=[O:21]>>[CH3:39][C:23]1[NH:24][C:25]2[C:30]([C:22]=1[CH:20]=[O:21])=[CH:29][CH:28]=[C:27]1[S:31][C:32]3[CH:37]=[CH:36][CH:35]=[CH:34][C:33]=3[C:26]=21. Procedure details: Using the procedure outlined in 15B, ethyl 3-formyl-1-methyl-1H-[1]benzothieno[2,3-g]indole-2-carboxylate gave a 31.8% yield of 2-methyl-1H-[1]benzothieno[2,3-g]indole-3-carbaldehyde, mp 192°-194°, (CH2Cl2 /petroleum ether), (C,H,N). Reactants: O=C([O-])[O-], C1COCCN1, COCCOc1cc(N(C)S(=O)(=O)c2ccccn2)c2[nH]c(C3=NC(COS(C)(=O)=O)CS3)cc2c1, CN(C)C=O, [K+], [K+]. Yields the product COCCOc1cc(N(C)S(=O)(=O)c2ccccn2)c2[nH]c(C3=NC(CN4CCOCC4)CS3)cc2c1. RXN SMILES: [C:43](=[O:44])([O-:45])[O-:46].[CH2:37]1[CH2:38][O:39][CH2:40][CH2:41][NH:42]1.[CH3:1][S:2]([O:3][CH2:6][CH:7]1[N:8]=[C:9]([c:12]2[nH:13][c:14]3[c:15]([N:26]([S:27](=[O:28])(=[O:29])[c:30]4[n:31][cH:32][cH:33][cH:34][cH:35]4)[CH3:36])[cH:16][c:17]([O:21][CH2:22][CH2:23][O:24][CH3:25])[cH:18][c:19]3[cH:20]2)[S:10][CH2:11]1)(=[O:4])=[O:5].[CH3:49][N:50]([CH3:51])[CH:52]=[O:53].[K+:47].[K+:48]>>[CH2:6]([CH:7]1[N:8]=[C:9]([c:12]2[nH:13][c:14]3[c:15]([N:26]([S:27](=[O:28])(=[O:29])[c:30]4[n:31][cH:32][cH:33][cH:34][cH:35]4)[CH3:36])[cH:16][c:17]([O:21][CH2:22][CH2:23][O:24][CH3:25])[cH:18][c:19]3[cH:20]2)[S:10][CH2:11]1)[N:42]1[CH2:37][CH2:38][O:39][CH2:40][CH2:41]1. Starting materials: C(C)(=O)N1CCC2=CC(=C(C=C12)S(=O)(=O)Cl)Br (1-acetyl-5-bromoindoline-6-sulfonyl chloride), N (NH3). The product is C(C)(=O)N1CCC2=CC(=C(C=C12)S(=O)(=O)N)Br (1-Acetyl-5-bromoindoline-6-sulfonamide). The yield is 64.6%. As a reaction SMILES: [C:1]([N:4]1[C:12]2[C:7](=[CH:8][C:9]([Br:17])=[C:10]([S:13](Cl)(=[O:15])=[O:14])[CH:11]=2)[CH2:6][CH2:5]1)(=[O:3])[CH3:2].[NH3:18]>>[C:1]([N:4]1[C:12]2[C:7](=[CH:8][C:9]([Br:17])=[C:10]([S:13]([NH2:18])(=[O:15])=[O:14])[CH:11]=2)[CH2:6][CH2:5]1)(=[O:3])[CH3:2]. Reported procedure: A solution of 1-acetyl-5-bromoindoline-6-sulfonyl chloride (2.30 g, 6.79 mmol) in NH3 (54.3 mL, 27.2 mmol, 0.5M solution in dioxane) was stirred at room temperature overnight. The reaction mixture was then concentrated in vacuo, and the residue was triturated with CH2Cl2 to give the title compound (1.40 g, 65%) as a brown solid. 1H NMR (DMSO-d6) δ 8.73 (s, 1H), 7.63 (s, 1H), 7.15 (s, 2H), 4.15 (t, J=8.5 Hz, 2H), 3.19 (t, J=8.6 Hz, 2H), 2.17 (s, 3H); MS(ESI+) m/z 321.1 (M+H)+. Starting materials: FC(C=1C=C(C=CC1)C1=CCNC=2N1N=CC2C(=O)N)(F)F (4,5-Dihydro-7-[3-(trifluoromethyl)phenyl]pyrazolo [1,5-a]pyrimidine-3-carboxamide), C(=O)=O (dry-ice), N#CBr (cyanogen bromide), [H-].[Na+] (sodium hydride). Solvent: O1CCCC1 (tetrahydrofuran), CC(=O)C (acetone), O (water). Conditions: temperature -78 celsius, time 30 minute. The product is NC1=NC(C=2C=NN3C(=CCN1C32)C3=CC(=CC=C3)C(F)(F)F)=O (5-Amino-8-[3-(trifluoromethyl)phenyl]-3H,6H-1,4,5a,8a-tetraazaacenaphthylen-3-one). Reaction SMILES: [F:1][C:2]([F:22])([F:21])[C:3]1[CH:4]=[C:5]([C:9]2[N:14]3[N:15]=[CH:16][C:17]([C:18]([NH2:20])=[O:19])=[C:13]3[NH:12][CH2:11][CH:10]=2)[CH:6]=[CH:7][CH:8]=1.C(=O)=O.[H-].[Na+].[N:28]#[C:29]Br>O1CCCC1.O.CC(C)=O>[NH2:28][C:29]1[N:12]2[C:13]3[N:14]([C:9]([C:5]4[CH:6]=[CH:7][CH:8]=[C:3]([C:2]([F:21])([F:1])[F:22])[CH:4]=4)=[CH:10][CH2:11]2)[N:15]=[CH:16][C:17]=3[C:18](=[O:19])[N:20]=1 |f:2.3|. Procedure details: To a stirred solution of 556 mg of 4,5-dihydro-7-[3-(trifluoromethyl)phenyl]pyrazolo[1,5-a]pyrimidine-3-carboxamide (prepared as described in Example 4) in 25 ml of dry tetrahydrofuran, under nitrogen, cooled to -78° C. (dry-ice, acetone), was added 159 mg of sodium hydride (60% dispersion in mineral oil) in one portion. After stirring the mixture at -78° C. for 30 minutes, 191 mg of cyanogen bromide was added in one portion. The reaction mixture temperature was maintained at -78° C. for 4 hours...